Dataset: the Open Reaction Database (ORD), a public repository of structured organic reaction records. Task: describe an organic reaction: reactants, conditions, products, and yield Reactants: CO, Cl, OCc1cnn2c(-c3cccnc3)ccnc12. The product is COCc1cnn2c(-c3cccnc3)ccnc12. Reaction SMILES: [CH3:19][OH:20].[ClH:18].[n:1]1[cH:2][c:3](-[c:7]2[cH:8][cH:9][n:10][c:11]3[n:12]2[n:13][cH:14][c:15]3[CH2:16][OH:17])[cH:4][cH:5][cH:6]1>>[n:1]1[cH:2][c:3](-[c:7]2[cH:8][cH:9][n:10][c:11]3[n:12]2[n:13][cH:14][c:15]3[CH2:16][O:17][CH3:19])[cH:4][cH:5][cH:6]1. The reactants are C1(CCCC1)CCC(=O)Cl (3-cyclopentylpropionyl chloride), C(C)(C)C=1C(=NN2C1N=CC=C2)N (3-Isopropylpyrazolo[1,5-a]pyrimidin-2-amine). Run in C(Cl)Cl (CH2Cl2), N1=CC=CC=C1 (pyridine). Conditions: time 3 hour. The product is C1(CCCC1)CCC(=O)NC1=NN2C(N=CC=C2)=C1C(C)C (3-cyclopentyl-N-(3-isopropylpyrazolo[1,5-a]pyrimidin-2-yl)propanamide). Reaction SMILES: [CH:1]1([CH2:6][CH2:7][C:8](Cl)=[O:9])[CH2:5][CH2:4][CH2:3][CH2:2]1.[CH:11]([C:14]1[C:15]([NH2:23])=[N:16][N:17]2[CH:22]=[CH:21][CH:20]=[N:19][C:18]=12)([CH3:13])[CH3:12]>C(Cl)Cl.N1C=CC=CC=1>[CH:1]1([CH2:6][CH2:7][C:8]([NH:23][C:15]2[C:14]([CH:11]([CH3:13])[CH3:12])=[C:18]3[N:19]=[CH:20][CH:21]=[CH:22][N:17]3[N:16]=2)=[O:9])[CH2:5][CH2:4][CH2:3][CH2:2]1. Reported procedure: A solution of 3-cyclopentylpropionyl chloride (0.048 mL, 0.31 mmol) in CH2Cl2 (0.2 mL) was added to a stirring solution of the product from Example 112C (35 mg, 0.20 mmol) in pyridine (1.2 mL) in a 4 mL vial. The yellow solution was stirred at room temperature for 3 hours, and then concentrated under vacuum. The residue was dissolved in CH2Cl2 (3 mL) and concentrated under vacuum (repeated three times) to remove excess pyridine. The off-white solid residue was crystallized from 60% ethanol-water... The reactants are CCCCC1CCNCC1, CC#N, O=C1CSc2ccccc2N1CCCCl, [I-], [K+], [K+], [Na+], O=C([O-])[O-]. The product is CCCCC1CCN(CCCN2C(=O)CSc3ccccc32)CC1. RXN SMILES: [CH2:9]([CH2:10][CH2:11][CH3:12])[CH:13]1[CH2:14][CH2:15][NH:16][CH2:17][CH2:18]1.[CH3:34][C:35]#[N:36].[Cl:19][CH2:20][CH2:21][CH2:22][N:23]1[C:24](=[O:33])[CH2:25][S:26][c:27]2[c:28]1[cH:29][cH:30][cH:31][cH:32]2.[I-:1].[K+:3].[K+:4].[Na+:2].[O-:5][C:6]([O-:7])=[O:8]>>[CH2:9]([CH2:10][CH2:11][CH3:12])[CH:13]1[CH2:14][CH2:15][N:16]([CH2:20][CH2:21][CH2:22][N:23]2[C:24](=[O:33])[CH2:25][S:26][c:27]3[c:28]2[cH:29][cH:30][cH:31][cH:32]3)[CH2:17][CH2:18]1. The reactants are N[C@H]([C@@H](C(=O)OC(C)(C)C)O)CCCC (tert-butyl 3(S)-amino-2(S)-hydroxyheptanoate), FC(C(=O)O)(F)F (trifluoroacetic acid). Product: FC(C(=O)O)(F)F.N[C@H]([C@@H](C(=O)O)O)CCCC (3(S)-amino-2(S)-hydroxyheptanoic acid trifluoroacetate). RXN SMILES: [NH2:1][C@@H:2]([CH2:12][CH2:13][CH2:14][CH3:15])[C@H:3]([OH:11])[C:4]([O:6]C(C)(C)C)=[O:5].[F:16][C:17]([F:22])([F:21])[C:18]([OH:20])=[O:19]>>[F:16][C:17]([F:22])([F:21])[C:18]([OH:20])=[O:19].[NH2:1][C@@H:2]([CH2:12][CH2:13][CH2:14][CH3:15])[C@H:3]([OH:11])[C:4]([OH:6])=[O:5] |f:2.3|. Procedure details: 0.26 g of tert-butyl 3(S)-amino-2(S)-hydroxyheptanoate was treated with 2 ml of trifluoroacetic acid for 30 minutes. The trifluoroacetic acid was evaporated and the residue was evaporated twice with toluene. Trituration with diethyl ether gave 0.155 g of 3(S)-amino-2(S)-hydroxyheptanoic acid trifluoroacetate as a white solid, MS: m/e 162 [M+H]+. The reactants are C(C)(C)(C)OC(=O)N1[C@@H](CN([C@H](C1)CC)CC(=O)OCC1=CC=CC=C1)C ((2R,5S)-4-benzyloxycarbonylmethyl-5-ethyl-2-methyl-piperazine-1-carboxylic acid tert-butyl ester). The reagents and catalysts are [Pd] (Pd/C). The solvent is CO (MeOH). Run at time 8 hour. The product is C(C)(C)(C)OC(=O)N1[C@@H](CN([C@H](C1)CC)CC(=O)O)C ((2R,5S)-4-Carboxymethyl-5-ethyl-2-methyl-piperazine-1-carboxylic acid tert-butyl ester). Yield: 78.1%. Reaction SMILES: [C:1]([O:5][C:6]([N:8]1[CH2:13][C@H:12]([CH2:14][CH3:15])[N:11]([CH2:16][C:17]([O:19]CC2C=CC=CC=2)=[O:18])[CH2:10][C@H:9]1[CH3:27])=[O:7])([CH3:4])([CH3:3])[CH3:2]>CO.[Pd]>[C:1]([O:5][C:6]([N:8]1[CH2:13][C@H:12]([CH2:14][CH3:15])[N:11]([CH2:16][C:17]([OH:19])=[O:18])[CH2:10][C@H:9]1[CH3:27])=[O:7])([CH3:2])([CH3:3])[CH3:4]. Reported procedure: Pd/C (10%, 810 mg) was added to a solution of (2R,5S)-4-benzyloxycarbonylmethyl-5-ethyl-2-methyl-piperazine-1-carboxylic acid tert-butyl ester (2.8 g, 7.6 mmol) in MeOH (50 mL). The suspension was stirred overnight under H2. and catalyst was removed via filtration through Celite and the filtrate was evaporated in vacuo to give the title compound (1.7 g) as a pale yellow solid. 1H NMR (DMSO-d6): 4.41-3.89 (1H, m), 3.89-3.64 (1H, m), 3.37-3.21 (1H, m), 3.21-3.05 (2H, m), 2.71-2.55 (2H, m), 2.54-2.... The reactants are CC(=O)O, O=c1n(CCCF)nnn1-c1ccc([N+](=O)[O-])cc1F, [Fe], O. RXN SMILES: [CH3:21][C:22](=[O:23])[OH:24].[F:1][c:2]1[c:3](-[n:11]2[n:12][n:13][n:14]([CH2:17][CH2:18][CH2:19][F:20])[c:15]2=[O:16])[cH:4][cH:5][c:6]([N+:8]([O-:9])=[O:10])[cH:7]1.[Fe:26].[OH2:25]>>[F:1][c:2]1[c:3](-[n:11]2[n:12][n:13][n:14]([CH2:17][CH2:18][CH2:19][F:20])[c:15]2=[O:16])[cH:4][cH:5][c:6]([NH2:8])[cH:7]1. Product: Nc1ccc(-n2nnn(CCCF)c2=O)c(F)c1. Reactants: [K] (Potassium), CC=1C(=C(C(C1)(C)[Si](C)(C)Cl)C)C ((tetramethylcyclopentadienyl)dimethylsilylchloride), C1CCOC1 (THF). Reaction conditions: temperature 25 celsius, time 16 hour. The product is CC=1C(=C(C(C1)(C)[Si](C)(C)C(C1=CC=CC=C1)C1=CC=CC=C1)C)C ((tetramethylcyclopentadienyl)(diphenylmethyl)dimethylsilane). As a reaction SMILES: [K].[CH3:2][C:3]1[C:4]([CH3:14])=[C:5]([CH3:13])[C:6]([Si:9](Cl)([CH3:11])[CH3:10])([CH3:8])[CH:7]=1.[CH2:15]1[CH2:19]O[CH2:17][CH2:16]1>>[CH3:2][C:3]1[C:4]([CH3:14])=[C:5]([CH3:13])[C:6]([Si:9]([CH:15]([C:19]2[CH:8]=[CH:6][CH:7]=[CH:3][CH:2]=2)[C:16]2[CH:13]=[CH:5][CH:4]=[CH:14][CH:17]=2)([CH3:11])[CH3:10])([CH3:8])[CH:7]=1 |^1:0|. Reported procedure: Potassium diphenylmethanite (4.91 g, 23.8 mmol) was slowly added to (tetramethylcyclopentadienyl)dimethylsilylchloride (5.11 g, 23.8 mmol) dissolved in about 65 mL of THF at about 25° C. A precipitate formed and the reaction mixture was stirred about 16 hours more at about 25° C. after which time the reaction mixture was filtered, the solvent was removed under reduced pressure and the residue was extracted with hexane and filtered. The solvent was removed under reduced pressure to give the desir... The reactants are C1(CC1)C1=NN=C2N1CCC[C@H]2C2=NC(=C1N2C=CN=C1NCC1=C(C=C(C=C1)OC)OC)C1=CC=C(C(=O)OC)C=C1 ((S)-methyl 4-(3-(3-cyclopropyl-5,6,7,8-tetrahydro-[1,2,4]triazolo[4,3-a]pyridine-8-yl)-8-((2,4-dimethoxybenzyl)amino)imidazo[1,5-a]pyrazin-1-yl)benzoate), O[Li].O (LiOH.H2O), Cl (HCl). The solvent is C1CCOC1.CO.O (THF MeOH H2O). Reaction conditions: time 8 hour. Yields the product C1(CC1)C1=NN=C2N1CCC[C@H]2C2=NC(=C1N2C=CN=C1NCC1=C(C=C(C=C1)OC)OC)C1=CC=C(C(=O)O)C=C1 ((S)-4-(3-(3-cyclopropyl-5,6,7,8-tetrahydro-[1,2,4]triazolo[4,3-a]pyridin-8-yl)-8-((2,4-dimethoxybenzyl)amino)imidazo[1,5-a]pyrazin-1-yl)benzoic acid). Yield: 45.1%. Reaction SMILES: [CH:1]1([C:4]2[N:8]3[CH2:9][CH2:10][CH2:11][C@@H:12]([C:13]4[N:17]5[CH:18]=[CH:19][N:20]=[C:21]([NH:22][CH2:23][C:24]6[CH:29]=[CH:28][C:27]([O:30][CH3:31])=[CH:26][C:25]=6[O:32][CH3:33])[C:16]5=[C:15]([C:34]5[CH:43]=[CH:42][C:37]([C:38]([O:40]C)=[O:39])=[CH:36][CH:35]=5)[N:14]=4)[C:7]3=[N:6][N:5]=2)[CH2:3][CH2:2]1.O[Li].O.Cl>C1COCC1.CO.O>[CH:1]1([C:4]2[N:8]3[CH2:9][CH2:10][CH2:11][C@@H:12]([C:13]4[N:17]5[CH:18]=[CH:19][N:20]=[C:21]([NH:22][CH2:23][C:24]6[CH:29]=[CH:28][C:27]([O:30][CH3:31])=[CH:26][C:25]=6[O:32][CH3:33])[C:16]5=[C:15]([C:34]5[CH:43]=[CH:42][C:37]([C:38]([OH:40])=[O:39])=[CH:36][CH:35]=5)[N:14]=4)[C:7]3=[N:6][N:5]=2)[CH2:3][CH2:2]1 |f:1.2,4.5.6|. Procedure details: To a solution of (S)-methyl 4-(3-(3-cyclopropyl-5,6,7,8-tetrahydro-[1,2,4]triazolo[4,3-a]pyridine-8-yl)-8-((2,4-dimethoxybenzyl)amino)imidazo[1,5-a]pyrazin-1-yl)benzoate (300 mg, 0.51 mmol) in THF/MeOH/H2O (3 mL/3 mL/1 mL) was added LiOH.H2O (109 mg, 2.6 mmol). The mixture was stirred at RT overnight. After the reaction was completed, the reaction mixture was acidified by 2M HCl to pH=5˜6 and extracted with EA and water. The organic layer was dried and concentrated to give (S)-4-(3-(3-cyclopropy...